From a dataset of the Open Reaction Database (ORD), a public repository of structured organic reaction records. describe an organic reaction: reactants, conditions, products, and yield Starting materials: C1(=CCCC1)C1=NN(C2=CN=C(C=C21)C=2C=NC=CC2)C2OCCCC2 (3-cyclopentenyl-5-(pyridin-3-yl)-1-(tetrahydro-2H-pyran-2-yl)-1H-pyrazolo[3,4-c]pyridine). The solvent is FC(C(=O)O)(F)F (trifluoroacetic acid). Reaction conditions: time 6 hour. Yields the product C1(=CCCC1)C1=NNC2=CN=C(C=C21)C=2C=NC=CC2 (3-cyclopentenyl-5-(pyridin-3-yl)-1H-pyrazolo[3,4-c]pyridine). The yield is 38.1%. Reaction SMILES: [C:1]1([C:6]2[C:14]3[C:9](=[CH:10][N:11]=[C:12]([C:15]4[CH:16]=[N:17][CH:18]=[CH:19][CH:20]=4)[CH:13]=3)[N:8](C3CCCCO3)[N:7]=2)[CH2:5][CH2:4][CH2:3][CH:2]=1>FC(F)(F)C(O)=O>[C:1]1([C:6]2[C:14]3[C:9](=[CH:10][N:11]=[C:12]([C:15]4[CH:16]=[N:17][CH:18]=[CH:19][CH:20]=4)[CH:13]=3)[NH:8][N:7]=2)[CH2:5][CH2:4][CH2:3][CH:2]=1. Procedure details: A mixture of 35 mg (0.10 mmol) of 3-cyclopentenyl-5-(pyridin-3-yl)-1-(tetrahydro-2H-pyran-2-yl)-1H-pyrazolo[3,4-c]pyridine in 4 ml of trifluoroacetic acid was stirred for 6 hours. The mixture was concentrated in vacuum, the residue partitioned between saturated aqueous solution of NaHCO3 and ethyl acetate. The organic extracts were washed with water, brine, dried over MgSO4 and concentrated. The residue was purified via reverse phase HPLC using a gradient of MeOH in water with 0.1% NH4OH to affo... The reactants are NC1=C2C(N(C(C2=CC=C1)=O)C1C(NC(C(C1)OC(C)=O)=O)=O)=O (3-(4-amino-1,3-dioxoisoindolin-2-yl)-2,6-dioxo-5-acetoxypiperidine), COCC(=O)Cl (methoxyacetyl chloride). Run in O1CCCC1 (tetrahydrofuran). The product is COCC(=O)NC1=C2C(N(C(C2=CC=C1)=O)C1C(NC(C(C1)OC(C)=O)=O)=O)=O (3-[4-(2-methoxyacetylamino)-1,3-dioxoisoindolin-2-yl]-2,6-dioxo-5-acetoxypiperidine). As a reaction SMILES: [NH2:1][C:2]1[CH:10]=[CH:9][CH:8]=[C:7]2[C:3]=1[C:4](=[O:24])[N:5]([CH:12]1[CH2:17][CH:16]([O:18][C:19](=[O:21])[CH3:20])[C:15](=[O:22])[NH:14][C:13]1=[O:23])[C:6]2=[O:11].[CH3:25][O:26][CH2:27][C:28](Cl)=[O:29]>O1CCCC1>[CH3:25][O:26][CH2:27][C:28]([NH:1][C:2]1[CH:10]=[CH:9][CH:8]=[C:7]2[C:3]=1[C:4](=[O:24])[N:5]([CH:12]1[CH2:17][CH:16]([O:18][C:19](=[O:21])[CH3:20])[C:15](=[O:22])[NH:14][C:13]1=[O:23])[C:6]2=[O:11])=[O:29]. Reported procedure: A solution of 3-(4-amino-1,3-dioxoisoindolin-2-yl)-2,6-dioxo-5-acetoxypiperidine (1 g, 3.5 mmol) and methoxyacetyl chloride (0.38 g, 3.5 mmol) in tetrahydrofuran (20 mL) is heated at reflux for 1 hour. The solvent is removed in vacuo to give 3-[4-(2-methoxyacetylamino)-1,3-dioxoisoindolin-2-yl]-2,6-dioxo-5-acetoxypiperidine which is further purified by column chromatography. The reactants are CC[S-], C=CCC1(C)CC(c2cccc(Cl)c2)C(c2ccc(Cl)cc2)[N+]2=C1OCC2CC, O=S(=O)([O-])C(F)(F)F, [Na+], CN(C)C=O. Product: C=CCC1(C)CC(c2cccc(Cl)c2)C(c2ccc(Cl)cc2)N(C(CC)CSCC)C1=O. Reaction SMILES: [CH2:38]([CH3:39])[S-:40].[CH2:9]([CH:10]=[CH2:11])[C:12]1([CH3:37])[C:13]2=[N+:14]([CH:15]([c:25]3[cH:26][cH:27][c:28]([Cl:31])[cH:29][cH:30]3)[CH:16]([c:18]3[cH:19][c:20]([Cl:24])[cH:21][cH:22][cH:23]3)[CH2:17]1)[CH:32]([CH2:35][CH3:36])[CH2:33][O:34]2.[F:1][C:2]([F:3])([F:4])[S:5]([O-:6])(=[O:7])=[O:8].[Na+:41].[O:42]=[CH:43][N:44]([CH3:45])[CH3:46]>>[CH2:9]([CH:10]=[CH2:11])[C:12]1([CH3:37])[C:13](=[O:34])[N:14]([CH:32]([CH2:33][S:40][CH2:38][CH3:39])[CH2:35][CH3:36])[CH:15]([c:25]2[cH:26][cH:27][c:28]([Cl:31])[cH:29][cH:30]2)[CH:16]([c:18]2[cH:19][c:20]([Cl:24])[cH:21][cH:22][cH:23]2)[CH2:17]1. The product is C(C=C)OCC=1C=C(C(=O)O)C=CC1 (3-Allyloxymethyl-benzoic acid). RXN SMILES: C(O)C=C.ClCC1C=C(C=CC=1)C(O)=O.[H-].[Na+].[CH3:18][C:19](=C)[CH2:20][O:21][CH2:22][C:23]1[CH:24]=[C:25]([CH:29]=[CH:30][CH:31]=1)[C:26]([OH:28])=[O:27]>>[CH2:20]([O:21][CH2:22][C:23]1[CH:24]=[C:25]([CH:29]=[CH:30][CH:31]=1)[C:26]([OH:28])=[O:27])[CH:19]=[CH2:18] |f:2.3|. Procedure: The reaction of allyl alcohol and 3-chloromethyl-benzoic acid in the presence of sodium hydride was performed as described for Compound 37 to give 3-Allyloxymethyl-benzoic acid as colorless oil. 1H-NMR (400 MHz, d6-DMSO): 7.90 (m, 1 arom.H); 7.85 (m, 1 arom.H); 7.55 (m, 1 arom.H); 7.47 (m, 1 arom.H); 5.92 (m, —CH═CH2); 5.30, 5.16 (2 d-like, —CH═CH2); 4.52 (s, —OCH2—C6H4); 4.00 (d-like, CH2═CHCH2O). 13C-NMR (100 MHz, d6-DMSO): 167.24 (—C═O); 138.98; 135.04; 131.77; 130.80; 128.56; 128.34; 128.14;... Reactants: C(C=C)O (allyl alcohol), ClCC=1C=C(C(=O)O)C=CC1 (3-chloromethyl-benzoic acid), [H-].[Na+] (sodium hydride), CC(COCC=1C=C(C(=O)O)C=CC1)=C (3-(2-Methyl-allyloxymethyl)-benzoic acid). Reactants: C(Cl)(Cl)Cl (chloroform), S(=O)(=O)(OC(C)CCOC1=CC=CC=C1)C1=CC=C(C)C=C1 (4-phenoxy-2-butyl tosylate), N1CCCCC1 (piperidine), C(C)OCC (diethyl ether). Run in CO (methyl alcohol). Product: CC(CCOC1=CC=CC=C1)N1CCCCC1 (1-(1-methyl-3-phenoxypropyl)piperidine). Isolated yield 75.0%. RXN SMILES: S(C1C=CC(C)=CC=1)(O[CH:5]([CH2:7][CH2:8][O:9][C:10]1[CH:15]=[CH:14][CH:13]=[CH:12][CH:11]=1)[CH3:6])(=O)=O.[NH:23]1[CH2:28][CH2:27][CH2:26][CH2:25][CH2:24]1.C(OCC)C.C(Cl)(Cl)Cl>CO>[CH3:6][CH:5]([N:23]1[CH2:28][CH2:27][CH2:26][CH2:25][CH2:24]1)[CH2:7][CH2:8][O:9][C:10]1[CH:11]=[CH:12][CH:13]=[CH:14][CH:15]=1. Reported procedure: In a sealed tube, 10 g of the 4-phenoxy-2-butyl tosylate was reacted with 11.2 g of piperidine in 60 ml of absolute methyl alcohol for one hour at 125° C. After the reaction solution was condensed under reduced pressure. 100 ml of diethyl ether was added into the solution and the solution was separated with 20% aqueous sodium hydroxide solution. After the ether layer was dried with anhydrous sodium sulfate, ether was removed under reduced pressure therefrom. The residue thus obtained was subject... Starting materials: C(C)N(CCNC(=O)C=1C(=NC(=NC1)C1=CC=CC=C1)S)CC (4-mercapto-2-phenyl-pyrimidine-5-carboxylic acid (2-diethylamino-ethyl)-amide), II (iodine). Product: C(C)N(CCN1SC2=NC(=NC=C2C1=O)C1=CC=CC=C1)CC (2-[2-(Diethylamino)ethyl]-6-phenyl-isothiazolo[5,4-d]pyrimidin-3(2H)-one). Isolated yield 68.5%. Reaction SMILES: [CH2:1]([N:3]([CH2:22][CH3:23])[CH2:4][CH2:5][NH:6][C:7]([C:9]1[C:10]([SH:21])=[N:11][C:12]([C:15]2[CH:20]=[CH:19][CH:18]=[CH:17][CH:16]=2)=[N:13][CH:14]=1)=[O:8])[CH3:2].II>>[CH2:22]([N:3]([CH2:1][CH3:2])[CH2:4][CH2:5][N:6]1[C:7](=[O:8])[C:9]2[C:10](=[N:11][C:12]([C:15]3[CH:16]=[CH:17][CH:18]=[CH:19][CH:20]=3)=[N:13][CH:14]=2)[S:21]1)[CH3:23]. Reported procedure: Using the procedure of Example 20, 3.3 g (0.01 mol) of 4-mercapto-2-phenyl-pyrimidine-5-carboxylic acid (2-diethylamino-ethyl)-amide (from Preparation 36) and 2.54 g (0.01 mol) of iodine were reacted to give 2.25 g of the title compound after recrystallization from isopropanol, mp 106°-107° C. Starting materials: CC(C(=O)O)=CCCC(=CCCC(=CCCC(C)=O)C)C (2,6,10-trimethyl-14-oxo-2,6,10-pentadecatrienoic acid), C(C)(C)NC(C)C (diisopropylamine). The product is CC(C(=O)N(C(C)C)C(C)C)=CCCC(=CCCC(=CCCC(C)=O)C)C (N-(2.6.10-trimethyl-14-oxo-2,6,10-pentadecatrienoyl)-diisopropylamine). RXN SMILES: [CH3:1][C:2](=[CH:6][CH2:7][CH2:8][C:9]([CH3:21])=[CH:10][CH2:11][CH2:12][C:13]([CH3:20])=[CH:14][CH2:15][CH2:16][C:17](=[O:19])[CH3:18])[C:3]([OH:5])=O.[CH:22]([NH:25][CH:26]([CH3:28])[CH3:27])([CH3:24])[CH3:23]>>[CH3:1][C:2](=[CH:6][CH2:7][CH2:8][C:9]([CH3:21])=[CH:10][CH2:11][CH2:12][C:13]([CH3:20])=[CH:14][CH2:15][CH2:16][C:17](=[O:19])[CH3:18])[C:3]([N:25]([CH:26]([CH3:28])[CH3:27])[CH:22]([CH3:24])[CH3:23])=[O:5]. Reported procedure: Starting materials: 2,6,10-trimethyl-14-oxo-2,6,10-pentadecatrienoic acid and diisopropylamine. The reactants are OCC(O)CO (Glycerol), C(CCCCCCCCC(=O)O)(=O)O (sebacic acid). Solvent: C1(=CC=CC=C1)C (toluene). Reaction conditions: temperature 55 celsius, time 1 hour. The product is OCC(O)CO.C(CCCCCCCCC(=O)[O-])(=O)[O-] (glycerol sebacate). Reaction SMILES: [OH:1][CH2:2][CH:3]([CH2:5][OH:6])[OH:4].[C:7]([OH:20])(=[O:19])[CH2:8][CH2:9][CH2:10][CH2:11][CH2:12][CH2:13][CH2:14][CH2:15][C:16]([OH:18])=[O:17]>C1(C)C=CC=CC=1>[OH:1][CH2:2][CH:3]([CH2:5][OH:6])[OH:4].[C:7]([O-:20])(=[O:19])[CH2:8][CH2:9][CH2:10][CH2:11][CH2:12][CH2:13][CH2:14][CH2:15][C:16]([O-:18])=[O:17] |f:3.4|. Reported procedure: Glycerol (0.2 mol) was added to 30 ml of toluene containing sebacic acid (0.2 mol) dissolved therein, and then stirred in an argon atmosphere at 55° C. for one hour. After an enzyme B (5 wt %) was added as a catalyst, the mixture was allowed to react at 100° C. for 72 hours. Polycondensation was carried out using a dean-stark trap device. The resulting product was dried for 24 hours at reduced pressure. Starting materials: CON(C(C1=CN=C(C=C1)C(F)(F)F)=O)C (N-Methoxy-N-methyl-6-(trifluoromethyl)nicotinamide), CON(C(C1=CN=C(C=C1)C(F)(F)F)=O)C (N-Methoxy-N-methyl-6-(trifluoromethyl)nicotinamide), ClC=1C=C(C=CC1)[Mg]Br ((3-chlorophenyl)magnesium bromide). Solvent: C1CCOC1 (THF), C1CCOC1 (THF). Reaction conditions: time 8 hour. Yields the product ClC=1C=C(C=CC1)C(=O)C=1C=NC(=CC1)C(F)(F)F ((3-Chlorophenyl)(6-(trifluoromethyl)pyridin-3-yl)methanone). As a reaction SMILES: CON(C)[C:4](=[O:15])[C:5]1[CH:10]=[CH:9][C:8]([C:11]([F:14])([F:13])[F:12])=[N:7][CH:6]=1.[Cl:17][C:18]1[CH:19]=[C:20]([Mg]Br)[CH:21]=[CH:22][CH:23]=1>C1COCC1>[Cl:17][C:18]1[CH:23]=[C:22]([C:4]([C:5]2[CH:6]=[N:7][C:8]([C:11]([F:14])([F:13])[F:12])=[CH:9][CH:10]=2)=[O:15])[CH:21]=[CH:20][CH:19]=1. Reported procedure: To a solution of N-methoxy-N-methyl-6-(trifluoromethyl)nicotinamide (1.23 g, 5.25 mmol, Intermediate 15, step b) in THF (12 mL) at 4° C. was added 0.5 M (3-chlorophenyl)magnesium bromide in THF (12.7 mL, 6.35 mmol). The mixture was stirred at 4° C. to room temperature overnight, and quenched with NH4Cl (aqueous). The organic layer was separated, and the aqueous layer was extracted with CH2Cl2. The combined organic phases were dried (Na2SO4), filtered, concentrated, and purified by flash column c... Starting materials: Cc1ccc(OCC2Cc3ccccc3N(C(=O)OCc3ccccc3)C2)c(NC(=O)OC(C)(C)C)c1, Cl, C1COCCO1. Product: Cc1ccc(OCC2Cc3ccccc3N(C(=O)OCc3ccccc3)C2)c(N)c1. As a reaction SMILES: [CH2:1]([c:2]1[cH:3][cH:4][cH:5][cH:6][cH:7]1)[O:8][C:9](=[O:10])[N:11]1[CH2:12][CH:13]([CH2:21][O:22][c:23]2[c:24]([NH:30][C:31]([O:32][C:33]([CH3:34])([CH3:35])[CH3:36])=[O:37])[cH:25][c:26]([CH3:29])[cH:27][cH:28]2)[CH2:14][c:15]2[cH:16][cH:17][cH:18][cH:19][c:20]21.[ClH:38].[O:39]1[CH2:40][CH2:41][O:42][CH2:43][CH2:44]1>>[CH2:1]([c:2]1[cH:3][cH:4][cH:5][cH:6][cH:7]1)[O:8][C:9](=[O:10])[N:11]1[CH2:12][CH:13]([CH2:21][O:22][c:23]2[c:24]([NH2:30])[cH:25][c:26]([CH3:29])[cH:27][cH:28]2)[CH2:14][c:15]2[cH:16][cH:17][cH:18][cH:19][c:20]21.